The task is: describe an organic reaction: reactants, conditions, products, and yield. This data is from the Open Reaction Database (ORD), a public repository of structured organic reaction records. Starting materials: O=C([O-])[O-], COc1ccc(Cn2nc(C)c3c(Oc4cc(Cl)c([N+](=O)[O-])cc4F)ccnc32)cc1, CCOC(C)=O, [Na+], [Na+]. Yields the product COc1ccc(Cn2nc(C)c3c(Oc4cc(Cl)c(N)cc4F)ccnc32)cc1. As a reaction SMILES: [C:38](=[O:39])([O-:40])[O-:41].[CH3:1][O:2][c:3]1[cH:4][cH:5][c:6]([CH2:7][n:8]2[n:9][c:10]([CH3:29])[c:11]3[c:12]2[n:13][cH:14][cH:15][c:16]3[O:17][c:18]2[c:19]([F:28])[cH:20][c:21]([N+:25]([O-:26])=[O:27])[c:22]([Cl:24])[cH:23]2)[cH:30][cH:31]1.[CH3:32][CH2:33][O:34][C:35]([CH3:36])=[O:37].[Na+:42].[Na+:43]>>[CH3:1][O:2][c:3]1[cH:4][cH:5][c:6]([CH2:7][n:8]2[n:9][c:10]([CH3:29])[c:11]3[c:12]2[n:13][cH:14][cH:15][c:16]3[O:17][c:18]2[c:19]([F:28])[cH:20][c:21]([NH2:25])[c:22]([Cl:24])[cH:23]2)[cH:30][cH:31]1. Starting materials: COC1=CC=C(C=N1)NC1=NC(=NC=C1C1=NC(=NC(=N1)C)SC)N1CCOCC1 (N-(6-methoxypyridin-3-yl)-5-(4-methyl-6-(methylthio)-1,3,5-triazin-2-yl)-2-morpholinopyrimidin-4-amine), N (ammonia). Solvent: O1CCOCC1 (dioxane). Reaction conditions: temperature 100 celsius. The product is COC1=CC=C(C=N1)NC1=NC(=NC=C1C1=NC(=NC(=N1)C)N)N1CCOCC1 (4-(4-(6-methoxypyridin-3-ylamino)-2-morpholinopyrimidin-5-yl)-6-methyl-1,3,5-triazin-2-amine). Isolated yield 70.0%. RXN SMILES: [CH3:1][O:2][C:3]1[N:8]=[CH:7][C:6]([NH:9][C:10]2[C:15]([C:16]3[N:21]=[C:20]([CH3:22])[N:19]=[C:18](SC)[N:17]=3)=[CH:14][N:13]=[C:12]([N:25]3[CH2:30][CH2:29][O:28][CH2:27][CH2:26]3)[N:11]=2)=[CH:5][CH:4]=1.[NH3:31]>O1CCOCC1>[CH3:1][O:2][C:3]1[N:8]=[CH:7][C:6]([NH:9][C:10]2[C:15]([C:16]3[N:21]=[C:20]([CH3:22])[N:19]=[C:18]([NH2:31])[N:17]=3)=[CH:14][N:13]=[C:12]([N:25]3[CH2:30][CH2:29][O:28][CH2:27][CH2:26]3)[N:11]=2)=[CH:5][CH:4]=1. Reported procedure: A glass microwave reaction vessel was charged with N-(6-methoxypyridin-3-yl)-5-(4-methyl-6-(methylthio)-1,3,5-triazin-2-yl)-2-morpholinopyrimidin-4-amine (34 mg, 0.080 mmol), ammonia (0.5 mL, 23.11 mmol) (30% in water) and dioxane (1 mL). The reaction mixture was stirred and heated in an oil bath at 100° C. for 16 h. The solvent was removed in vacuo and the residue was purified by silica gel chromatography eluting with EtOAc to give 4-(4-(6-methoxypyridin-3-ylamino)-2-morpholinopyrimidin-5-yl)-6... The reactants are CC#N, BrC(Br)Br, CCCCON=O, C[Si](C)(C)C#Cc1c(C#N)nn(-c2c(Cl)cc(C(F)(F)F)cc2Cl)c1N. The product is C[Si](C)(C)C#Cc1c(C#N)nn(-c2c(Cl)cc(C(F)(F)F)cc2Cl)c1Br. RXN SMILES: [CH3:38][C:39]#[N:40].[CH:27]([Br:28])([Br:29])[Br:30].[N:31]([O:32][CH2:33][CH2:34][CH2:35][CH3:36])=[O:37].[NH2:1][c:2]1[c:3]([C:21]#[C:22][Si:23]([CH3:24])([CH3:25])[CH3:26])[c:4]([C:19]#[N:20])[n:5][n:6]1-[c:7]1[c:8]([Cl:18])[cH:9][c:10]([C:14]([F:15])([F:16])[F:17])[cH:11][c:12]1[Cl:13]>>[c:2]1([Br:28])[c:3]([C:21]#[C:22][Si:23]([CH3:24])([CH3:25])[CH3:26])[c:4]([C:19]#[N:20])[n:5][n:6]1-[c:7]1[c:8]([Cl:18])[cH:9][c:10]([C:14]([F:15])([F:16])[F:17])[cH:11][c:12]1[Cl:13]. Starting materials: OCC1CCN(Cc2ccccc2)CC1, Cc1ccccc1, CCOC(=O)N=NC(=O)OCC, Oc1ccccc1, c1ccc(P(c2ccccc2)c2ccccc2)cc1. The product is c1ccc(CN2CCC(COc3ccccc3)CC2)cc1. RXN SMILES: [CH2:1]([c:2]1[cH:3][cH:4][cH:5][cH:6][cH:7]1)[N:8]1[CH2:9][CH2:10][CH:11]([CH2:14][OH:15])[CH2:12][CH2:13]1.[CH3:54][c:55]1[cH:56][cH:57][cH:58][cH:59][cH:60]1.[O:42]=[C:43]([O:44][CH2:45][CH3:46])[N:47]=[N:48][C:49]([O:50][CH2:51][CH3:52])=[O:53].[OH:16][c:17]1[cH:18][cH:19][cH:20][cH:21][cH:22]1.[c:23]1([P:24]([c:25]2[cH:26][cH:27][cH:28][cH:29][cH:30]2)[c:31]2[cH:32][cH:33][cH:34][cH:35][cH:36]2)[cH:37][cH:38][cH:39][cH:40][cH:41]1>>[CH2:1]([c:2]1[cH:3][cH:4][cH:5][cH:6][cH:7]1)[N:8]1[CH2:9][CH2:10][CH:11]([CH2:14][O:15][c:17]2[cH:18][cH:19][cH:20][cH:21][cH:22]2)[CH2:12][CH2:13]1. Reactants: N-benzyloxycarbonyl-(D/L)-alanine, NC1=NNC2=NC=NC(=C21)NC2=CC(=CC=C2)Cl (3-amino-4-(3-chlorophenylamino)-1H-pyrazolo[3,4-d]pyrimidine), ClC(=O)OCC(C)C (isobutyl chloroformate), C1CCOC1 (THF), C(C)O (ethanol), CN1CCOCC1 (NMM), 1, crude product. Solvent: CS(=O)C (DMSO). Yields the product C(C1=CC=CC=C1)OC(=O)N[C@@H](C)C(=O)NC1=NNC2=NC=NC(=C21)NC2=CC(=CC=C2)Cl (rac.-3-{(N-benzyloxycarbonyl-alanyl)-amino}-4-(3-chloro-phenylamino)-1H-pyrazolo[3,4-d]pyrimidine). RXN SMILES: C[N:2]1[CH2:7][CH2:6][O:5]CC1.Cl[C:9]([O:11][CH2:12][CH:13]([CH3:15])[CH3:14])=[O:10].[NH2:16][C:17]1[C:25]2[C:20](=[N:21][CH:22]=[N:23][C:24]=2[NH:26][C:27]2[CH:32]=[CH:31][CH:30]=[C:29]([Cl:33])[CH:28]=2)[NH:19][N:18]=1.[CH2:34](O)C.[CH2:37]1[CH2:41]OC[CH2:38]1>CS(C)=O>[CH2:12]([O:11][C:9]([NH:2][C@H:7]([C:6]([NH:16][C:17]1[C:25]2[C:20](=[N:21][CH:22]=[N:23][C:24]=2[NH:26][C:27]2[CH:32]=[CH:31][CH:30]=[C:29]([Cl:33])[CH:28]=2)[NH:19][N:18]=1)=[O:5])[CH3:34])=[O:10])[C:13]1[CH:15]=[CH:41][CH:37]=[CH:38][CH:14]=1. Procedure: Analogously to Example 5, 514 mg (2.3 mmol) of N-benzyloxycarbonyl-(D/L)-alanine in 4.8 ml of THF and 506 μl (4.6 mmol) of NMM are activated with 349 1 (2.6 mmol) of isobutyl chloroformate and then reacted with 600 mg (2.3 mmol) of 3-amino-4-(3-chlorophenylamino)-1H-pyrazolo[3,4-d]pyrimidine (see Step 1.6). Dissolution of the crude product in 2 ml of DMSO at 100° C., addition of 30 ml of ethanol and cooling yield rac.-3-{(N-benzyloxycarbonyl-alanyl)-amino}-4-(3-chloro-phenylamino)-1H-pyrazolo[3,... The reactants are O=S(Cl)Cl (SOCl2), C(C)(C)(C)[Si](OCC(C)(C)C1=CC(=C(C=C1)N)C1=CCC(CC1)(C)C)(C)C (4-[2-(tert-butyl-dimethyl-silanyloxy)-1,1-dimethyl-ethyl]-2-(4,4-dimethyl-cyclohex-1-enyl)-phenylamine), C(#N)C=1N=C(N(C1)COCC[Si](C)(C)C)C(=O)[O-].[K+] (potassium 4-cyano-1-(2-trimethylsilanyl-ethoxymethyl)-1H-imidazole-2-carboxylate), N1=CC=CC=C1 (pyridine). Solvent: CCOC(=O)C (EtOAc), C(Cl)Cl (DCM), C(Cl)Cl (DCM). Reaction conditions: temperature 0 celsius, time 0.5 hour. Product: C(C)(C)(C)[Si](OCC(C)(C)C1=CC(=C(C=C1)NC(=O)C=1N(C=C(N1)C#N)COCC[Si](C)(C)C)C1=CCC(CC1)(C)C)(C)C (4-Cyano-1-(2-trimethylsilanyl-ethoxymethyl)-1H-imidazole-2-carboxylic acid [4-[2-(tert-butyl-dimethyl-silanyloxy)-1,1-dimethyl-ethyl]-2-(4,4-dimethyl-cyclohex-1-enyl)-phenyl]-amide). The yield is 93.0%. RXN SMILES: [C:1]([C:3]1[N:4]=[C:5]([C:16]([O-:18])=O)[N:6]([CH2:8][O:9][CH2:10][CH2:11][Si:12]([CH3:15])([CH3:14])[CH3:13])[CH:7]=1)#[N:2].[K+].N1C=CC=CC=1.O=S(Cl)Cl.[C:30]([Si:34]([CH3:56])([CH3:55])[O:35][CH2:36][C:37]([C:40]1[CH:45]=[CH:44][C:43]([NH2:46])=[C:42]([C:47]2[CH2:52][CH2:51][C:50]([CH3:54])([CH3:53])[CH2:49][CH:48]=2)[CH:41]=1)([CH3:39])[CH3:38])([CH3:33])([CH3:32])[CH3:31]>C(Cl)Cl.CCOC(C)=O>[C:30]([Si:34]([CH3:55])([CH3:56])[O:35][CH2:36][C:37]([C:40]1[CH:45]=[CH:44][C:43]([NH:46][C:16]([C:5]2[N:6]([CH2:8][O:9][CH2:10][CH2:11][Si:12]([CH3:13])([CH3:14])[CH3:15])[CH:7]=[C:3]([C:1]#[N:2])[N:4]=2)=[O:18])=[C:42]([C:47]2[CH2:52][CH2:51][C:50]([CH3:54])([CH3:53])[CH2:49][CH:48]=2)[CH:41]=1)([CH3:39])[CH3:38])([CH3:33])([CH3:31])[CH3:32] |f:0.1|. Reported procedure: To a mixture of potassium 4-cyano-1-(2-trimethylsilanyl-ethoxymethyl)-1H-imidazole-2-carboxylate (as prepared in Example 1, step (d), 1.37 g, 4.49 mmol) and pyridine (363 μL, 4.49 mmol) in 15 mL of DCM at 0° C. was added SOCl2 (328 μL, 4.49 mmol). After stirring at 0° C. for 0.5 h under Ar, the resulting mixture was warmed to RT and added to a solution of 4-[2-(tert-butyl-dimethyl-silanyloxy)-1,1-dimethyl-ethyl]-2-(4,4-dimethyl-cyclohex-1-enyl)-phenylamine (as prepared in the previous step, 1.45...